describe an organic reaction: reactants, conditions, products, and yield From a dataset of the Open Reaction Database (ORD), a public repository of structured organic reaction records. Reactants: COC1=CC2=C(SC(=C2OC2=CC=C(C=C2)OC)C=O)C=C1OC (5,6-Dimethoxy-3-(4-methoxyphenoxy)benzo[b]thiophene-2-carbaldehyde), solution, CC(C)(C)[O-].[K+] (potassium tert-butylate), [Br-].C(C)OC(=O)C[P+](C1=CC=CC=C1)(C1=CC=CC=C1)C1=CC=CC=C1 ((ethoxycarbonylmethyl)triphenylphosphonium bromide), Cl (HCl). The solvent is O1CCCC1 (tetrahydrofuran), O1CCCC1 (tetrahydrofuran), O1CCCC1 (tetrahydrofuran). Reaction conditions: time 12 hour. Yields the product COC1=CC2=C(SC(=C2OC2=CC=C(C=C2)OC)/C=C/C(=O)OCC)C=C1OC (Ethyl (E)-3-[5,6-dimethoxy-3-(4-methoxyphenoxy)-benzo[b]thiophen-2-yl]-propenoat). RXN SMILES: [CH3:1]C([O-])(C)C.[K+].[Br-].[CH2:8]([O:10][C:11]([CH2:13][P+](C1C=CC=CC=1)(C1C=CC=CC=1)C1C=CC=CC=1)=[O:12])[CH3:9].[CH3:33][O:34][C:35]1[C:54]([O:55][CH3:56])=[CH:53][C:38]2[S:39][C:40](C=O)=[C:41]([O:42][C:43]3[CH:48]=[CH:47][C:46]([O:49][CH3:50])=[CH:45][CH:44]=3)[C:37]=2[CH:36]=1.Cl>O1CCCC1>[CH3:33][O:34][C:35]1[C:54]([O:55][CH3:56])=[CH:53][C:38]2[S:39][C:40](/[CH:1]=[CH:13]/[C:11]([O:10][CH2:8][CH3:9])=[O:12])=[C:41]([O:42][C:43]3[CH:44]=[CH:45][C:46]([O:49][CH3:50])=[CH:47][CH:48]=3)[C:37]=2[CH:36]=1 |f:0.1,2.3|. Procedure: 20 ml of a 1M solution of potassium tert-butylate in tetrahydrofuran are added dropwise at 0° C. under an inert atmosphere to a suspension of 0.02 mol of (ethoxycarbonylmethyl)triphenylphosphonium bromide in 90 ml of tetrahydrofuran. After the addition is complete and the mixture has returned to room temperature, 0.01 mol of the compound obtained in Step E of Example 1 diluted in 30 ml of tetrahydrofuran is added. After 12 hours, the reaction mixture is hydrolysed by the addition of 100 ml of a ... Starting materials: [Cr] (chromium), P(O)(=O)(OP(=O)(O)OP(=O)(O)O)OC[C@@H]1[C@H]([C@H]([C@@H](O1)N1C=NC=2C(N)=NC=NC12)O)O (ATP). The solvent is O (water). Conditions: time 1.5 hour. Product: [Cr].P(O)(=O)(OP(=O)(O)OP(=O)(O)O)OC[C@@H]1[C@H]([C@H]([C@@H](O1)N1C=NC=2C(N)=NC=NC12)O)O (Chromium ATP). As a reaction SMILES: [Cr:1].[P:2]([O:14][CH2:15][C@H:16]1[O:20][C@@H:19]([N:21]2[C:30]3[N:29]=[CH:28][N:27]=[C:25]([NH2:26])[C:24]=3[N:23]=[CH:22]2)[C@H:18]([OH:31])[C@@H:17]1[OH:32])([O:5][P:6]([O:9][P:10]([OH:13])([OH:12])=[O:11])([OH:8])=[O:7])(=[O:4])[OH:3]>O>[Cr:1].[P:2]([O:14][CH2:15][C@H:16]1[O:20][C@@H:19]([N:21]2[C:30]3[N:29]=[CH:28][N:27]=[C:25]([NH2:26])[C:24]=3[N:23]=[CH:22]2)[C@H:18]([OH:31])[C@@H:17]1[OH:32])([O:5][P:6]([O:9][P:10]([OH:12])([OH:13])=[O:11])([OH:8])=[O:7])(=[O:3])[OH:4] |f:3.4|. Procedure: In a preferred embodiment, a complex of chromium and ATP is produced. In order to form such a complex, equimolar amounts of chromium and ATP are mixed in water at a pH of around 3. The mixture is then incubated at approximately room temperature for 1-2 hours to form the chromium-ATP complex. This complex is believed to have a molar ratio of chromium:ATP of approximately 1:3.